From a dataset of the Open Reaction Database (ORD), a public repository of structured organic reaction records. describe an organic reaction: reactants, conditions, products, and yield Reactants: COCCO, CCO, Cl, COc1cc2nc(Cl)nc(N)c2cc1OC, O=C(C1CCCO1)N1CCNCC1. The product is Cl, COc1cc2nc(N3CCN(C(=O)C4CCCO4)CC3)nc(N)c2cc1OC. Reaction SMILES: [CH3:30][O:31][CH2:32][CH2:33][OH:34].[CH3:36][CH2:37][OH:38].[ClH:35].[NH2:1][c:2]1[n:3][c:4]([Cl:16])[n:5][c:6]2[cH:7][c:8]([O:14][CH3:15])[c:9]([O:12][CH3:13])[cH:10][c:11]12.[O:17]1[CH:18]([C:22](=[O:23])[N:24]2[CH2:25][CH2:26][NH:27][CH2:28][CH2:29]2)[CH2:19][CH2:20][CH2:21]1>>[ClH:16].[NH2:1][c:2]1[n:3][c:4]([N:27]2[CH2:26][CH2:25][N:24]([C:22]([CH:18]3[O:17][CH2:21][CH2:20][CH2:19]3)=[O:23])[CH2:29][CH2:28]2)[n:5][c:6]2[cH:7][c:8]([O:14][CH3:15])[c:9]([O:12][CH3:13])[cH:10][c:11]12. The reactants are [Br-], O=C1CCC2(CC1)OCCO2, C1CCOC1, [Cl-], Fc1ccc([Mg+])cc1, [NH4+]. Yields the product OC1(c2ccc(F)cc2)CCC2(CC1)OCCO2. RXN SMILES: [Br-:12].[CH2:1]1[CH2:2][O:3][C:4]2([CH2:5][CH2:6][C:7](=[O:10])[CH2:8][CH2:9]2)[O:11]1.[CH2:23]1[O:24][CH2:25][CH2:26][CH2:27]1.[Cl-:21].[F:13][c:14]1[cH:15][cH:16][c:17]([Mg+:20])[cH:18][cH:19]1.[NH4+:22]>>[CH2:1]1[CH2:2][O:3][C:4]2([CH2:5][CH2:6][C:7]([OH:10])([c:17]3[cH:16][cH:15][c:14]([F:13])[cH:19][cH:18]3)[CH2:8][CH2:9]2)[O:11]1. Starting materials: Cc1ccccc1, CC(C)C1CC(C2CN2S(=O)(=O)c2ccccc2[N+](=O)[O-])OC1=O, CC1(C)CN(c2ccccc2Cl)C(=O)CN1. Product: CC(C)C1CC(C(CN2CC(=O)N(c3ccccc3Cl)CC2(C)C)NS(=O)(=O)c2ccccc2[N+](=O)[O-])OC1=O. RXN SMILES: [CH3:41][c:42]1[cH:43][cH:44][cH:45][cH:46][cH:47]1.[CH:1]([CH3:2])([CH3:3])[CH:4]1[C:5](=[O:24])[O:6][CH:7]([CH:9]2[N:10]([S:12](=[O:13])(=[O:14])[c:15]3[c:16]([N+:21](=[O:22])[O-:23])[cH:17][cH:18][cH:19][cH:20]3)[CH2:11]2)[CH2:8]1.[Cl:25][c:26]1[c:27]([N:32]2[C:33](=[O:40])[CH2:34][NH:35][C:36]([CH3:38])([CH3:39])[CH2:37]2)[cH:28][cH:29][cH:30][cH:31]1>>[CH:1]([CH3:2])([CH3:3])[CH:4]1[C:5](=[O:24])[O:6][CH:7]([CH:9]([NH:10][S:12](=[O:13])(=[O:14])[c:15]2[c:16]([N+:21](=[O:22])[O-:23])[cH:17][cH:18][cH:19][cH:20]2)[CH2:11][N:35]2[CH2:34][C:33](=[O:40])[N:32]([c:27]3[c:26]([Cl:25])[cH:31][cH:30][cH:29][cH:28]3)[CH2:37][C:36]2([CH3:38])[CH3:39])[CH2:8]1.